The task is: describe an organic reaction: reactants, conditions, products, and yield. This data is from the Open Reaction Database (ORD), a public repository of structured organic reaction records. Starting materials: CSC=1S\C(\C(N1)=O)=C/C=1C=C2C=CC=NC2=CC1 (2-methylsulfanyl-5-[1-quinolin-6-yl-meth-(Z)-ylidene]-thiazol-4-one), O[C@H]1[C@@H](CCC1)N ((1R,2R)-2-hydroxy-cyclopentylamine), CCN(C(C)C)C(C)C (DIEA). Product: O[C@H]1[C@@H](CCC1)NC=1S\C(\C(N1)=O)=C/C=1C=C2C=CC=NC2=CC1 (2-((1R,2R)-2-hydroxy-cyclopentylamino)-5-[1-quinolin-6-yl-meth-(Z)-ylidene]-thiazol-4-one). RXN SMILES: CS[C:3]1[S:4]/[C:5](=[CH:9]\[C:10]2[CH:11]=[C:12]3[C:17](=[CH:18][CH:19]=2)[N:16]=[CH:15][CH:14]=[CH:13]3)/[C:6](=[O:8])[N:7]=1.[OH:20][C@@H:21]1[CH2:25][CH2:24][CH2:23][C@H:22]1[NH2:26].CCN(C(C)C)C(C)C>>[OH:20][C@@H:21]1[CH2:25][CH2:24][CH2:23][C@H:22]1[NH:26][C:3]1[S:4]/[C:5](=[CH:9]\[C:10]2[CH:11]=[C:12]3[C:17](=[CH:18][CH:19]=2)[N:16]=[CH:15][CH:14]=[CH:13]3)/[C:6](=[O:8])[N:7]=1. Procedure details: Similar procedure as described in example 1b was used, starting from 2-methylsulfanyl-5-[1-quinolin-6-yl-meth-(Z)-ylidene]-thiazol-4-one, (1R,2R)-2-hydroxy-cyclopentylamine and DIEA to give 2-((1R,2R)-2-hydroxy-cyclopentylamino)-5-[1-quinolin-6-yl-meth-(Z)-ylidene]-thiazol-4-one. LC-MS m/e 340 (MH+). Reactants: CN1N=C(C=C1N)C1=CC=CC=C1 (1-methyl-3-phenyl-pyrazol-5-amine), COC=1C=C(C=CC1OC)S(=O)(=O)Cl (3,4-dimethoxybenzenesulfonyl chloride). Run in N1=CC=CC=C1 (pyridine). Conditions: time 22 hour. Yields the product COC=1C=C(C=CC1OC)S(=O)(=O)NC1=CC(=NN1C)C1=CC=CC=C1 (3,4-Dimethoxy-N-[1-methyl-3-phenyl-pyrazol-5-yl]benzenesulfonamide). Yield: 93.7%. As a reaction SMILES: [CH3:1][N:2]1[C:6]([NH2:7])=[CH:5][C:4]([C:8]2[CH:13]=[CH:12][CH:11]=[CH:10][CH:9]=2)=[N:3]1.[CH3:14][O:15][C:16]1[CH:17]=[C:18]([S:24](Cl)(=[O:26])=[O:25])[CH:19]=[CH:20][C:21]=1[O:22][CH3:23]>N1C=CC=CC=1>[CH3:14][O:15][C:16]1[CH:17]=[C:18]([S:24]([NH:7][C:6]2[N:2]([CH3:1])[N:3]=[C:4]([C:8]3[CH:9]=[CH:10][CH:11]=[CH:12][CH:13]=3)[CH:5]=2)(=[O:25])=[O:26])[CH:19]=[CH:20][C:21]=1[O:22][CH3:23]. Procedure details: To a solution of 1-methyl-3-phenyl-pyrazol-5-amine (346 mg, 2 mmol) in 10 mL of dry pyridine was added 529 mg (2.23 mmol) of 3,4-dimethoxybenzenesulfonyl chloride. The solution was stirred at room temperature under Argon. After 22 h, the pyridine was removed in vacuo and flashed off with toluene. The crude base soluble material (1M NaOH) weighed 1.1 g. The crude product was taken up in EtOAc and extracted with 1M NaOH and H2O alternately. The basic aqueous phase was made acidic with 1M HCl, extr... The reactants are ClC=1C2=C(N=CN1)N(C(C2)=O)CC2=CC=C(C=C2)OC (4-chloro-7-(4-methoxybenzyl)-5H-pyrrolo[2,3-d]pyrimidin-6(7H)-one), CN1CCCC1=O (NMP), Cl.Cl.FC1=C(C=C(C=C1)C=1N=C(N(C1)CCN(C)C)C1CCNCC1)C(F)(F)F (2-(4-(4-fluoro-3-(trifluoromethyl)phenyl)-2-(piperidin-4-yl)-1H-imidazol-1-yl)-N,N-dimethylethanamine dihydrochloride), CCN(C(C)C)C(C)C (DIPEA), OP(=O)(O)O (H3PO4). Run at temperature 50 celsius, time 8 hour. Yields the product CN(CCN1C(=NC(=C1)C1=CC(=C(C=C1)F)C(F)(F)F)C1CCN(CC1)C=1C2=C(N=CN1)N(C(C2)=O)CC2=CC=C(C=C2)OC)C (4-(4-(1-(2-(Dimethylamino)ethyl)-4-(4-fluoro-3-(trifluoromethyl)phenyl)-1H-imidazol-2-yl)piperidin-1-yl)-7-(4-methoxybenzyl)-5H-pyrrolo[2,3-d]pyrimidin-6(7H)-one). Yield: 44.8%. Reaction SMILES: Cl[C:2]1[C:3]2[CH2:10][C:9](=[O:11])[N:8]([CH2:12][C:13]3[CH:18]=[CH:17][C:16]([O:19][CH3:20])=[CH:15][CH:14]=3)[C:4]=2[N:5]=[CH:6][N:7]=1.CN1C(=O)CCC1.Cl.Cl.[F:30][C:31]1[CH:36]=[CH:35][C:34]([C:37]2[N:38]=[C:39]([CH:47]3[CH2:52][CH2:51][NH:50][CH2:49][CH2:48]3)[N:40]([CH2:42][CH2:43][N:44]([CH3:46])[CH3:45])[CH:41]=2)=[CH:33][C:32]=1[C:53]([F:56])([F:55])[F:54].CCN(C(C)C)C(C)C.OP(O)(O)=O>>[CH3:45][N:44]([CH3:46])[CH2:43][CH2:42][N:40]1[CH:41]=[C:37]([C:34]2[CH:35]=[CH:36][C:31]([F:30])=[C:32]([C:53]([F:55])([F:54])[F:56])[CH:33]=2)[N:38]=[C:39]1[CH:47]1[CH2:48][CH2:49][N:50]([C:2]2[C:3]3[CH2:10][C:9](=[O:11])[N:8]([CH2:12][C:13]4[CH:18]=[CH:17][C:16]([O:19][CH3:20])=[CH:15][CH:14]=4)[C:4]=3[N:5]=[CH:6][N:7]=2)[CH2:51][CH2:52]1 |f:2.3.4|. Procedure: Add a solution of 4-chloro-7-(4-methoxybenzyl)-5H-pyrrolo[2,3-d]pyrimidin-6(7H)-one (18.11 g; 1.05 equiv; 62.52 mmol) in NMP (156.50 mL; 1.62 mol) at RT to 2-(4-(4-fluoro-3-(trifluoromethyl)phenyl)-2-(piperidin-4-yl)-1H-imidazol-1-yl)-N,N-dimethylethanamine dihydrochloride (31.30 g; 1.00 equiv; 59.54 mmol) and DIPEA (51.92 mL; 297.71 mmol) and stir overnight at 50° C. Quench the reaction with water (900 mL) and EA (200 mL) and adjust the pH of the mixture to 1-2 with H3PO4 [85% aqueous (aq.)]. S... The reactants are C(C)OC(=O)C1(CN(CC1C1=CC=C(C=C1)Cl)CC1=CC=CC=C1)C ((3RS,4RS)-1-benzyl-4-(4-chloro-phenyl)-3-methyl-pyrrolidine-3-carboxylic acid ethyl ester), [H-].[H-].[H-].[H-].[Li+].[Al+3] (LiAlH4). Solvent: C1CCOC1 (THF). Run at time 1 hour. Product: C(C1=CC=CC=C1)N1CC(C(C1)C1=CC=C(C=C1)Cl)(C)CO ([(3RS,4RS)-1-Benzyl-4-(4-chloro-phenyl)-3-methyl-pyrrolidin-3-yl]-methanol). Isolated yield 75.8%. Reaction SMILES: C([O:3][C:4]([C:6]1([CH3:25])[CH:10]([C:11]2[CH:16]=[CH:15][C:14]([Cl:17])=[CH:13][CH:12]=2)[CH2:9][N:8]([CH2:18][C:19]2[CH:24]=[CH:23][CH:22]=[CH:21][CH:20]=2)[CH2:7]1)=O)C.[H-].[H-].[H-].[H-].[Li+].[Al+3]>C1COCC1>[CH2:18]([N:8]1[CH2:9][CH:10]([C:11]2[CH:12]=[CH:13][C:14]([Cl:17])=[CH:15][CH:16]=2)[C:6]([CH2:4][OH:3])([CH3:25])[CH2:7]1)[C:19]1[CH:20]=[CH:21][CH:22]=[CH:23][CH:24]=1 |f:1.2.3.4.5.6|. Procedure details: To a stirred solution of (3RS,4RS)-1-benzyl-4-(4-chloro-phenyl)-3-methyl-pyrrolidine-3-carboxylic acid ethyl ester (5.75 g, 16.7 mmol) in THF (200 mL) at 0° C., was added portion wise LiAlH4 (381 mg, 10.0 mmol) over 20 minutes. After one hour at this temperature, the reaction mixture was carefully quenched by addition of icy water and then of an aqueous solution of NaHCO3. The product was extracted with EtOAc several times, the combined organic phases were dried over NA2SO4 and purification by c...